Task: describe an organic reaction: reactants, conditions, products, and yield. Dataset: the Open Reaction Database (ORD), a public repository of structured organic reaction records Procedure: To a solution of (3,5-dimethyl-1H-pyrazol-4-yl)-acetic acid methyl ester (10 g, 48.9 mmol) and 2-fluoro-4-nitrobenzyl bromide (11.5 g, 49.1 mmol) in acetonitrile (150 mL) is added K2CO3 (10.1 g, 73.3 mmol) and the mixture is stirred for 48 hours at 60° C. The solvent is removed by evaporation and the residue is dissolved in dichloromethane/water. After extraction with dichloromethane the organic layer is dried over Na2SO4 and evaporated under reduced pressure. The residue is purified by MPLC (cy... Run in C(C)#N (acetonitrile). Isolated yield 82.7%. RXN SMILES: [CH3:1][O:2][C:3](=[O:12])[CH2:4][C:5]1[C:6]([CH3:11])=[N:7][NH:8][C:9]=1[CH3:10].[F:13][C:14]1[CH:21]=[C:20]([N+:22]([O-:24])=[O:23])[CH:19]=[CH:18][C:15]=1[CH2:16]Br.C([O-])([O-])=O.[K+].[K+]>C(#N)C>[CH3:1][O:2][C:3](=[O:12])[CH2:4][C:5]1[C:9]([CH3:10])=[N:8][N:7]([CH2:16][C:15]2[CH:18]=[CH:19][C:20]([N+:22]([O-:24])=[O:23])=[CH:21][C:14]=2[F:13])[C:6]=1[CH3:11] |f:2.3.4|. Reactants: COC(CC=1C(=NNC1C)C)=O ((3,5-dimethyl-1H-pyrazol-4-yl)-acetic acid methyl ester), FC1=C(CBr)C=CC(=C1)[N+](=O)[O-] (2-fluoro-4-nitrobenzyl bromide), C(=O)([O-])[O-].[K+].[K+] (K2CO3). Product: COC(CC=1C(=NN(C1C)CC1=C(C=C(C=C1)[N+](=O)[O-])F)C)=O ([3,5-dimethyl-1-(2-fluoro-4-nitrobenzyl)-1H-pyrazol-4-yl]acetic acid methyl ester). Run at temperature 60 celsius, time 48 hour. Reactants: BrC1=CC=C(C=C1)N1CCC2(OCCO2)CC1 (8-(4-bromophenyl)-1,4-dioxa-8-azaspiro[4.5]decane), C(C)(=O)OCC (Ethyl acetate), C(C)(C)(C)OC(=O)N1CCNC2=CC=CC=C12 (3,4-dihydro-2H-quinoxaline-1-carboxylic acid tert-butyl ester), CC(C)([O-])C.[Na+] (sodium tert-butoxide). Reagents/catalysts: C(C)(C)(C)P(C(C)(C)C)C(C)(C)C (tri(tert-butyl)phosphine), C(C)(=O)[O-].[Pd+2].C(C)(=O)[O-] (palladium acetate). Solvent: CC=1C=CC=CC1C (o-xylene). Conditions: temperature 150 celsius. The product is C(C)(C)(C)OC(=O)N1CCN(C2=CC=CC=C12)C1=CC=C(C=C1)N1CCC2(OCCO2)CC1 (4-[4-(1,4-dioxa-8-azaspiro[4.5]dec-8-yl)phenyl]-3,4-dihydro-2H-quinoxaline-1-carboxylic acid tert-butyl ester). Yield: 58.4%. Reaction SMILES: Br[C:2]1[CH:7]=[CH:6][C:5]([N:8]2[CH2:17][CH2:16][C:11]3([O:15][CH2:14][CH2:13][O:12]3)[CH2:10][CH2:9]2)=[CH:4][CH:3]=1.[C:18]([O:22][C:23]([N:25]1[C:34]2[C:29](=[CH:30][CH:31]=[CH:32][CH:33]=2)[NH:28][CH2:27][CH2:26]1)=[O:24])([CH3:21])([CH3:20])[CH3:19].CC(C)([O-])C.[Na+].C(OCC)(=O)C>CC1C=CC=CC=1C.C([O-])(=O)C.[Pd+2].C([O-])(=O)C.C(P(C(C)(C)C)C(C)(C)C)(C)(C)C>[C:18]([O:22][C:23]([N:25]1[C:34]2[C:29](=[CH:30][CH:31]=[CH:32][CH:33]=2)[N:28]([C:2]2[CH:7]=[CH:6][C:5]([N:8]3[CH2:17][CH2:16][C:11]4([O:15][CH2:14][CH2:13][O:12]4)[CH2:10][CH2:9]3)=[CH:4][CH:3]=2)[CH2:27][CH2:26]1)=[O:24])([CH3:21])([CH3:19])[CH3:20] |f:2.3,6.7.8|. Reported procedure: 0.31 g of 8-(4-bromophenyl)-1,4-dioxa-8-azaspiro[4.5]decane is placed in 5 ml of anhydrous o-xylene. 0.24 g of 3,4-dihydro-2H-quinoxaline-1-carboxylic acid tert-butyl ester is added, then 0.15 g of sodium tert-butoxide is added, followed by 0.009 g of palladium acetate, and then the addition is completed with 0.0084 g of tri(tert-butyl)phosphine. The reaction mixture is heated at 150° C. for 4 h, then the heating is halted and the mixture is brought back to ambient temperature. Ethyl acetate is ... Procedure: 45 g (0.16 mol) of benzyl 4-ethoxycarbonylmethoxybutyrate 58 g are dissolved in 450 ml of tetrahydrofuran and the solution is hydrogenated under normal pressure at room temperature by addition of 4.5 g of 5% Pd/C. Upon cessation of hydrogenation, the catalyst is removed by filtration and the filtrate is concentrated by evaporation giving 4-ethoxycarbonyhnethoxybutyric acid which is further reacted without purification. The solvent is O1CCCC1 (tetrahydrofuran). Reagents/catalysts: [Pd] (Pd/C). Yields the product C(C)OC(=O)COCCCC(=O)O (4-ethoxycarbonyhnethoxybutyric acid). Reaction SMILES: [CH2:1]([O:3][C:4]([CH2:6][O:7][CH2:8][CH2:9][CH2:10][C:11]([O:13]CC1C=CC=CC=1)=[O:12])=[O:5])[CH3:2]>O1CCCC1.[Pd]>[CH2:1]([O:3][C:4]([CH2:6][O:7][CH2:8][CH2:9][CH2:10][C:11]([OH:13])=[O:12])=[O:5])[CH3:2]. Starting materials: C(C)OC(=O)COCCCC(=O)OCC1=CC=CC=C1 (benzyl 4-ethoxycarbonylmethoxybutyrate). The reactants are OS(=O)(=O)O (H2SO4), Cl.NC1=CC=2N(C=C1C#N)C=C(N2)C2=CC=CC=C2 (7-amino-2-phenyl-imidazo[1,2-a]pyridine-6-carbonitrile hydrochloride), CCO (EtOH), NH2 silica gel. The solvent is O (H2O). Run at time 2 day. Product: C(C)OC(=O)C=1C(=CC=2N(C1)C=C(N2)C2=CC=CC=C2)N (7-Amino-2-phenyl-imidazo[1,2-a]pyridine-6-carboxylic acid ethyl ester). The yield is 62.0%. RXN SMILES: Cl.[NH2:2][C:3]1[C:8]([C:9]#N)=[CH:7][N:6]2[CH:11]=[C:12]([C:14]3[CH:19]=[CH:18][CH:17]=[CH:16][CH:15]=3)[N:13]=[C:5]2[CH:4]=1.[OH:20]S(O)(=O)=O.[CH3:25][CH2:26][OH:27]>O>[CH2:26]([O:27][C:9]([C:8]1[C:3]([NH2:2])=[CH:4][C:5]2[N:6]([CH:11]=[C:12]([C:14]3[CH:19]=[CH:18][CH:17]=[CH:16][CH:15]=3)[N:13]=2)[CH:7]=1)=[O:20])[CH3:25] |f:0.1|. Reported procedure: To a stirred suspension of 7-amino-2-phenyl-imidazo[1,2-a]pyridine-6-carbonitrile hydrochloride (1.0 g, 3.7 mmol) at rt in EtOH (20 ml) under an argon atmosphere was added H2SO4 (1.5 ml, 27.7 mmol) in one portion. The mixture was heated to reflux and stirring was continued for 2 days. The mixture was cooled to rt and diluted with 10 ml H2O. The solid was collected by filtration, washed with H2O and dried. Then it was suspended in CH2Cl2/MeOH 9:1 and treated with triethylamine to give a yellow so... Starting materials: OC1=C(C(OC=2CCCCC12)=O)C1=CC=CC=C1 (4-hydroxy-3-phenyl-5,6,7,8-tetrahydrocoumarin), C(C)N(CCCl)CC (2-diethylamino-1-chloroethane). As a reaction SMILES: [OH:1][C:2]1[C:11]2[CH2:10][CH2:9][CH2:8][CH2:7][C:6]=2[O:5][C:4](=[O:12])[C:3]=1[C:13]1[CH:18]=[CH:17][CH:16]=[CH:15][CH:14]=1.[CH2:19]([N:21]([CH2:25][CH3:26])[CH2:22][CH2:23]Cl)[CH3:20]>>[CH2:19]([N:21]([CH2:25][CH3:26])[CH2:22][CH2:23][O:1][C:2]1[C:11]2[CH2:10][CH2:9][CH2:8][CH2:7][C:6]=2[O:5][C:4](=[O:12])[C:3]=1[C:13]1[CH:14]=[CH:15][CH:16]=[CH:17][CH:18]=1)[CH3:20]. Reported procedure: Prepared as indicated in Example 14, Stage B, from 12.1 g. (0.05 mol) of 4-hydroxy-3-phenyl-5,6,7,8-tetrahydrocoumarin (Example 14, Stage A) and 8.8 g. (0.065 mol) of 2-diethylamino-1-chloroethane. 13.2 g. of an oil are obtained, which cannot be crystallised. Yield 68.7% (theoretical yield 19.2 g.). The yield is 68.7%. The product is C(C)N(CCOC1=C(C(OC=2CCCCC12)=O)C1=CC=CC=C1)CC (4-(2'-Diethylaminoethoxy)-3-phenyl-5,6,7,8-tetrahydro-coumarin). The reactants are CCOC(=O)CBr, CCCCO, CCN(C(C)C)C(C)C, CC(C)(C)C(N)C(=O)N1CC(c2cc(F)ccc2F)=CC1c1ccccc1. The product is CCOC(=O)CNC(C(=O)N1CC(c2cc(F)ccc2F)=CC1c1ccccc1)C(C)(C)C. Reaction SMILES: [Br:28][CH2:29][C:30](=[O:31])[O:32][CH2:33][CH3:34].[CH2:44]([OH:45])[CH2:46][CH2:47][CH3:48].[CH:35]([N:36]([CH2:37][CH3:38])[CH:39]([CH3:40])[CH3:41])([CH3:42])[CH3:43].[F:1][c:2]1[c:3]([C:9]2=[CH:10][CH:11]([c:22]3[cH:23][cH:24][cH:25][cH:26][cH:27]3)[N:12]([C:14](=[O:15])[CH:16]([C:17]([CH3:18])([CH3:19])[CH3:20])[NH2:21])[CH2:13]2)[cH:4][c:5]([F:8])[cH:6][cH:7]1>>[F:1][c:2]1[c:3]([C:9]2=[CH:10][CH:11]([c:22]3[cH:23][cH:24][cH:25][cH:26][cH:27]3)[N:12]([C:14](=[O:15])[CH:16]([C:17]([CH3:18])([CH3:19])[CH3:20])[NH:21][CH2:29][C:30](=[O:31])[O:32][CH2:33][CH3:34])[CH2:13]2)[cH:4][c:5]([F:8])[cH:6][cH:7]1.